From a dataset of the Open Reaction Database (ORD), a public repository of structured organic reaction records. describe an organic reaction: reactants, conditions, products, and yield The reactants are ClC1(C(N2C(CC2C1)=O)C(=O)OCC1=CC=CC=C1)S(=O)CC (benzyl 3-chloro-3-ethylsulphinyl-7-oxo-1-azabicyclo[3.2.0]heptane-2-carboxylate), N12CCCN=CC2CCCC1 (1,5-diazabicyclo[5.4.0]undec-5-ene). Solvent: C(C)OC(C)=O (ethylacetate). Yields the product C(C)S(=O)C1=C(N2C(CC2C1)=O)C(=O)OCC1=CC=CC=C1 (benzyl 3-ethylsulphinyl-7-oxo-1-azabicyclo[3.2.0]hept-2-ene-2-carboxylate). The yield is 94.7%. RXN SMILES: Cl[C:2]1([S:20]([CH2:22][CH3:23])=[O:21])[CH2:8][CH:7]2[N:4]([C:5](=[O:9])[CH2:6]2)[CH:3]1[C:10]([O:12][CH2:13][C:14]1[CH:19]=[CH:18][CH:17]=[CH:16][CH:15]=1)=[O:11].N12CCCCC1C=NCCC2>C(OC(=O)C)C>[CH2:22]([S:20]([C:2]1[CH2:8][CH:7]2[N:4]([C:5](=[O:9])[CH2:6]2)[C:3]=1[C:10]([O:12][CH2:13][C:14]1[CH:15]=[CH:16][CH:17]=[CH:18][CH:19]=1)=[O:11])=[O:21])[CH3:23]. Reported procedure: A suspension of benzyl 3-chloro-3-ethylsulphinyl-7-oxo-1-azabicyclo[3.2.0]heptane-2-carboxylate (54) (0.020 g) in ethylacetate (2 ml) was stirred at room temperature under argon and treated with 1,5-diazabicyclo[5.4.0]undec-5-ene (0.009 g). After a period of 15 minutes the reaction mixture was washed with brine and dried over sodium sulphate. It was concentrated to give a single diastereoisomer of benzyl 3-ethylsulphinyl-7-oxo-1-azabicyclo[3.2.0]hept-2-ene-2-carboxylate (55) (0.017 g) as a gum; ... Reactants: C(C=C)N=C=NC1=CC=CC=C1 (N-allyl-N'-phenylcarbodiimide), N#CN (cyanamide). Solvent: 1,2-dichloromethane. The product is C(C=C)NC(=NC1=CC=CC=C1)NC#N (N-allyl-N'-cyano-N"-phenylguanidine). As a reaction SMILES: [CH2:1]([N:4]=[C:5]=[N:6][C:7]1[CH:12]=[CH:11][CH:10]=[CH:9][CH:8]=1)[CH:2]=[CH2:3].[N:13]#[C:14][NH2:15]>>[CH2:1]([NH:4][C:5]([NH:15][C:14]#[N:13])=[N:6][C:7]1[CH:12]=[CH:11][CH:10]=[CH:9][CH:8]=1)[CH:2]=[CH2:3]. Procedure: 0.6 g of N-allyl-N'-phenylcarbodiimide in 8 ml of 1,2-dichloromethane is reacted with 0.17 g cyanamide and the reaction mixture is worked up as described in Example 4. Recrystallisation from diethyl ether yields a colourless crystalline product which melts at 99.5°-100.5° C. Starting materials: CN(C=O)C (N,N-dimethylformamide), P(=O)(Cl)(Cl)Cl (phosphorus oxychloride), C(C)N1N=C(C=C1O)C (2-ethyl-5-methyl-2H-pyrazol-3-ol). The solvent is O (water). Reaction conditions: temperature 80 celsius, time 1 hour. Product: ClC1=C(C(=NN1CC)C)C=O (5-chloro-1-ethyl-3-methyl-1H-pyrazole-4-carbaldehyde). Reaction SMILES: CN(C)[CH:3]=[O:4].P(Cl)(Cl)([Cl:8])=O.[CH2:11]([N:13]1[C:17](O)=[CH:16][C:15]([CH3:19])=[N:14]1)[CH3:12]>O>[Cl:8][C:17]1[N:13]([CH2:11][CH3:12])[N:14]=[C:15]([CH3:19])[C:16]=1[CH:3]=[O:4]. Procedure: To 28.7 ml of anhydrous N,N-dimethylformamide at 0° C. were added slowly 80.7 ml of phosphorus oxychloride then 15.6 g of 2-ethyl-5-methyl-2H-pyrazol-3-ol. The mixture was stirred under nitrogen at 80° C. for 1 hour, poured into 700 ml of water at 0° C. then extracted six times with 350 ml of diethyl ether. The combined extracts were dried over magnesium sulphate, filtered and evaporated to leave 9.3 g of 5-chloro-1-ethyl-3-methyl-1H-pyrazole-4-carbaldehyde as an orange liquid which was used wit... The reactants are NC=1C=CC=C2C=CN=CC12 (8-aminoisoquinoline), N(=O)[O-].[Na+] (sodium nitrite), Cl (hydrochloric acid), diazonium salt, cuprous chloride, Cl (hydrochloric acid). Solvent: O (water). Conditions: time 3 hour. Yields the product ClC=1C=CC=C2C=CN=CC12 (8-Chloroisoquinoline). Reaction SMILES: N[C:2]1[CH:3]=[CH:4][CH:5]=[C:6]2[C:11]=1[CH:10]=[N:9][CH:8]=[CH:7]2.N([O-])=O.[Na+].[ClH:16]>O>[Cl:16][C:2]1[CH:3]=[CH:4][CH:5]=[C:6]2[C:11]=1[CH:10]=[N:9][CH:8]=[CH:7]2 |f:1.2|. Procedure details: To a solution of 8-aminoisoquinoline (J. Med. Chem., 2005, 48, 744-52) (1 mmol) in concentrated hydrochloric acid was added a solution of sodium nitrite (1.2 mmol) in water. The diazotization was carried out at 0° C. The cold diazonium salt solution was added to a solution of cuprous chloride in concentrated hydrochloric acid at 0° C. The cold solution was warmed to room temperature and stirred at room temperature for 3 hours. After 3 hours, the solution was heated at 60° C. for 30 min. Reaction... Reactants: Cl (hydrogen chloride), C1=C(C=CC2=CC=CC=C12)C(CN1C=NC=C1)OC (1-[2-(2-naphthyl)-2-(methoxy)ethyl]imidazole). Yields the product Cl.C1=C(C=CC2=CC=CC=C12)C(CN1C=NC=C1)OC (1-[2-(2-naphthyl)-2-(methoxy)ethyl]imidazole hydrochloride). RXN SMILES: [ClH:1].[CH:2]1[C:11]2[C:6](=[CH:7][CH:8]=[CH:9][CH:10]=2)[CH:5]=[CH:4][C:3]=1[CH:12]([O:19][CH3:20])[CH2:13][N:14]1[CH:18]=[CH:17][N:16]=[CH:15]1>>[ClH:1].[CH:2]1[C:11]2[C:6](=[CH:7][CH:8]=[CH:9][CH:10]=2)[CH:5]=[CH:4][C:3]=1[CH:12]([O:19][CH3:20])[CH2:13][N:14]1[CH:18]=[CH:17][N:16]=[CH:15]1 |f:2.3|. Procedure details: Ethereal hydrogen chloride is added dropwise to a stirred solution of 1.0 g. of 1-[2-(2-naphthyl)-2-(methoxy)ethyl]imidazole in 100 ml. of anhydrous ether until precipitation is complete. The product is filtered off, washed with ether, air dried and recrystallized from ethyl acetate/methanol to yield 1-[2-(2-naphthyl)-2-(methoxy)ethyl]imidazole hydrochloride, m.p. 171.5°-172.5° C. Reactants: N1N=C(C=C1)B(O)O (1H-pyrazol-3-ylboronic acid), BrC1=CC(=C(C=C1)NC(=O)N1CC2=CC=CC=C2C1)F (N-(4-bromo-2-fluorophenyl)isoindoline-2-carboxamide), BrC=1C=C2CN(CC2=CC1)C(=O)NC1=CC=C(C=C1)C(NCCC)=O (5-bromo-N-(4-(propylcarbamoyl)phenyl)isoindoline-2-carboxamide). Yields the product FC1=C(C=CC(=C1)C=1C=NN(C1)CCC)NC(=O)N1CC2=CC=CC=C2C1 (N-[2-fluoro-4-(1-propyl-1H-pyrazol-4-yl)phenyl]-1,3-dihydro-2H-isoindole-2-carboxamide). Reaction SMILES: [NH:1]1[CH:5]=[CH:4][C:3](B(O)O)=[N:2]1.Br[C:10]1[CH:15]=[CH:14][C:13]([NH:16][C:17]([N:19]2[CH2:27][C:26]3[C:21](=[CH:22][CH:23]=[CH:24][CH:25]=3)[CH2:20]2)=[O:18])=[C:12]([F:28])[CH:11]=1.Br[C:30]1[CH:31]=C2C(=C[CH:38]=1)CN(C(NC1C=CC(C(=O)NCCC)=CC=1)=O)C2>>[F:28][C:12]1[CH:11]=[C:10]([C:4]2[CH:3]=[N:2][N:1]([CH2:38][CH2:30][CH3:31])[CH:5]=2)[CH:15]=[CH:14][C:13]=1[NH:16][C:17]([N:19]1[CH2:27][C:26]2[C:21](=[CH:22][CH:23]=[CH:24][CH:25]=2)[CH2:20]1)=[O:18]. Procedure details: The title compound was prepared as described in Example 280, substituting 1-propyl-4-(4,4,5,5-tetramethyl-1,3,2-dioxaborolan-2-yl)-1H-pyrazole for 1H-pyrazol-3-ylboronic acid and N-(4-bromo-2-fluorophenyl)isoindoline-2-carboxamide for 5-bromo-N-(4-(propylcarbamoyl)phenyl)isoindoline-2-carboxamide. 1H NMR (300 MHz, DMSO-d6) δ ppm 8.19 (s, 1H), 8.03 (s, 1H), 7.89 (s, 1H), 7.57 (t, J=8.4 Hz, 1H), 7.46 (dd, J=12.1, 1.9 Hz, 1H), 7.24-7.39 (m, 5H), 4.76-4.78 (bs, 4H), 4.06 (t, J=6.9 Hz, 2H), 1.75-1.88... Reactants: FC1=CC=C(C(=O)Cl)C=C1C(F)(F)F (4-Fluoro-5-trifluoromethylbenzoyl chloride), CNC=1C=NC=CC1C1=C(C=CC=C1)C (methyl-(4-o-tolyl-pyridin-3-yl)-amine), CCN(C(C)C)C(C)C (DIPEA). Run in C(Cl)Cl (CH2Cl2). Run at time 8 hour. Yields the product FC1=CC=C(C(=O)N(C=2C=NC=CC2C2=C(C=CC=C2)C)C)C=C1C(F)(F)F (4-Fluoro-N-methyl-N-(4-o-tolyl-pyridin-3-yl)-5-trifluoromethyl-benzamide), solid. Isolated yield 48.0%. As a reaction SMILES: [F:1][C:2]1[C:10]([C:11]([F:14])([F:13])[F:12])=[CH:9][C:5]([C:6](Cl)=[O:7])=[CH:4][CH:3]=1.[CH3:15][NH:16][C:17]1[CH:18]=[N:19][CH:20]=[CH:21][C:22]=1[C:23]1[CH:28]=[CH:27][CH:26]=[CH:25][C:24]=1[CH3:29].CCN(C(C)C)C(C)C>C(Cl)Cl>[F:1][C:2]1[C:10]([C:11]([F:14])([F:13])[F:12])=[CH:9][C:5]([C:6]([N:16]([CH3:15])[C:17]2[CH:18]=[N:19][CH:20]=[CH:21][C:22]=2[C:23]2[CH:28]=[CH:27][CH:26]=[CH:25][C:24]=2[CH3:29])=[O:7])=[CH:4][CH:3]=1. Procedure: 4-Fluoro-5-trifluoromethylbenzoyl chloride (80 mg, 0.35 mmol, CAS RN 67515-56-4) was added to a solution of methyl-(4-o-tolyl-pyridin-3-yl)-amine (35 mg, 0.18 mmol, example 1, intermediate a) and DIPEA (92 μL, 0.53 mmol) in CH2Cl2 (1 mL). The reaction mixture was stirred overnight and then loaded directly onto a silica gel column and eluted with 50% EtOAc in n-hexane to yield the desired product as a waxy solid (33 mg, 48%) MS (ESI): m/z=388.9 [M+H]+. Reactants: C1(=CCCCC1)C1=CC=C(C#N)C=C1 (4-Cyclohexenylbenzonitrile). The reagents and catalysts are [Pd] (Pd/C). Solvent: CCO (EtOH). The product is C1(CCCCC1)C1=CC=C(C#N)C=C1 (4-Cyclohexylbenzonitrile). Reaction SMILES: [C:1]1([C:7]2[CH:14]=[CH:13][C:10]([C:11]#[N:12])=[CH:9][CH:8]=2)[CH2:6][CH2:5][CH2:4][CH2:3][CH:2]=1>CCO.[Pd]>[CH:1]1([C:7]2[CH:8]=[CH:9][C:10]([C:11]#[N:12])=[CH:13][CH:14]=2)[CH2:2][CH2:3][CH2:4][CH2:5][CH2:6]1. Reported procedure: 4-Cyclohexenylbenzonitrile (404 mg, 2.2 mmol) was dissolved in 15 ml EtOH and 40 mg 10% Pd/C was added. The reaction mixture was stirred under H2 at 3.0 atm. over night at room temperature. The mixture was filtered through celite with EtOAc washing. The filtrate was concentrated and the crude product 350 mg (86%) was used directly in the next step. Reagents/catalysts: [Zn] (zinc). RXN SMILES: [CH3:1][N:2]([CH3:33])[CH2:3][CH2:4][CH2:5][C:6]([O:8][C:9]1[CH:32]=[CH:31][C:12]2[NH:13][C:14]([C:16]3[C:28]4[C:27]5[C:22](=[CH:23][CH:24]=[CH:25][CH:26]=5)[C:21](=[N:29]O)[C:20]=4[CH:19]=[CH:18][CH:17]=3)=[N:15][C:11]=2[CH:10]=1)=[O:7].O.[C:35](O)(=O)C>C(O)C.[Zn]>[CH:9]([O:8][CH:6]([CH3:5])[CH3:35])([CH3:10])[CH3:32].[CH3:33][N:2]([CH3:1])[CH2:3][CH2:4][CH2:5][C:6]([O:8][C:9]1[CH:32]=[CH:31][C:12]2[NH:13][C:14]([C:16]3[C:28]4[C:27]5[C:22](=[CH:23][CH:24]=[CH:25][CH:26]=5)[CH:21]([NH2:29])[C:20]=4[CH:19]=[CH:18][CH:17]=3)=[N:15][C:11]=2[CH:10]=1)=[O:7]. Run in C(C)O (ethanol). Procedure details: The procedure used in Example 216 is followed. In a 20 ml round-bottomed flask under an argon atmosphere, dissolve 468 mg of 4-{5-[(3-dimethylaminopropyl)carbonyloxy]-1H-benzimidazol-2-yl}-9H-fluoren-9-one oxime (Z,E), obtained in the previous stage, in a mixture of 2.5 ml of ethanol, 2.5 ml of water and 2.5 ml acetic acid, at room temperature. Add 278 mg of zinc in three stages. Between each addition, stir for approximately one hour to two hours. Add Celite 545 and filter. The filtrate is conce... Reactants: CN(CCCC(=O)OC1=CC2=C(NC(=N2)C2=CC=CC=3C(C4=CC=CC=C4C23)=NO)C=C1)C (4-{5-[(3-dimethylaminopropyl)carbonyloxy]-1H-benzimidazol-2-yl}-9H-fluoren-9-one oxime), O (water), C(C)(=O)O (acetic acid). Product: C(C)(C)OC(C)C (diisopropyl ether), CN(CCCC(=O)OC1=CC2=C(NC(=N2)C2=CC=CC=3C(C4=CC=CC=C4C23)N)C=C1)C (4-{5-[(3-dimethylaminopropyl)-carbonyloxy]-1H-benzimidazol-2-yl}-9H-fluorene-9(R,S)-amine).